Dataset: the Open Reaction Database (ORD), a public repository of structured organic reaction records. Task: describe an organic reaction: reactants, conditions, products, and yield Starting materials: BrC1=NN(C(=C1[N+](=O)[O-])NCCO)CCO (3-bromo-1-(2'-hydroxyethyl)-5-(2'-hydroxyethyl)amino-4-nitropyrazole), S(O)(O)(=O)=O (sulfuric acid). Run at temperature -30 celsius. The product is NC=1C=NN(C1NCCO)CCO (4-amino-1-(2'-hydroxyethyl)-5-(2'-hydroxyethyl)aminopyrazole). The yield is 125.3%. Reaction SMILES: Br[C:2]1[C:6]([N+:7]([O-])=O)=[C:5]([NH:10][CH2:11][CH2:12][OH:13])[N:4]([CH2:14][CH2:15][OH:16])[N:3]=1.S(=O)(=O)(O)O>>[NH2:7][C:6]1[CH:2]=[N:3][N:4]([CH2:14][CH2:15][OH:16])[C:5]=1[NH:10][CH2:11][CH2:12][OH:13]. Reported procedure: 0.8 g (2.7 mmoles) of 3-bromo-1-(2'-hydroxyethyl)-5-(2'-hydroxyethyl)amino-4-nitropyrazole are hydrogenated over a period of 4 hours according to method (1). After filtering the catalyst, 0.27 g (2.7 mmoles) sulfuric acid (97-percent) is added. After cooling to -30° C., 630 mg (82 percent of theory) of 4-amino-1-(2'-hydroxyethyl)-5-(2'-hydroxyethyl)aminopyrazole hydrosulfate are obtained in the form of colorless crystals with a melting point of 140° to 142° C. Reactants: C(C1=CC=C(C=C1)OC)=O (p-anisaldehyde), N1C(=O)NC(=O)C1 (hydantoin), NCCC(=O)O (β-alanine). The solvent is C(C)(=O)O (acetic acid). Reaction conditions: time 8 hour. The product is COC1=CC=C(C=C2C(NC(N2)=O)=O)C=C1 (5-p-Methoxybenzylidene-hydantoin). As a reaction SMILES: [CH:1](=O)[C:2]1[CH:7]=[CH:6][C:5]([O:8][CH3:9])=[CH:4][CH:3]=1.[NH:11]1[CH2:17][C:15](=[O:16])[NH:14][C:12]1=[O:13].NCCC(O)=O>C(O)(=O)C>[CH3:9][O:8][C:5]1[CH:6]=[CH:7][C:2]([CH:1]=[C:17]2[NH:11][C:12](=[O:13])[NH:14][C:15]2=[O:16])=[CH:3][CH:4]=1. Procedure: A suspension of 136 g of p-anisaldehyde, 110 g. of hydantoin and 20 g. of β-alanine in 400 ml. of acetic acid is heated under reflux for seven hours. After a short period at reflux a clear solution is obtained; however, a solid appears after a few hours. The mixture is stirred at room temperature overnight, diluted with 400 ml. of water, filtered and the solid washed first with methanol and next with water. The solid is then slurried in 1.5 liters of boiling ethanol and filtered while still hot.... Reactants: COC(=O)CCc1ccc(CO)cc1C, ClC(Cl)Cl, O=[Mn]=O. The product is COC(=O)CCc1ccc(C=O)cc1C. RXN SMILES: [CH3:1][O:2][C:3]([CH2:4][CH2:5][c:6]1[c:7]([CH3:14])[cH:8][c:9]([CH2:12][OH:13])[cH:10][cH:11]1)=[O:15].[CH:16]([Cl:17])([Cl:18])[Cl:19].[O:20]=[Mn:21]=[O:22]>>[CH3:1][O:2][C:3]([CH2:4][CH2:5][c:6]1[c:7]([CH3:14])[cH:8][c:9]([CH:12]=[O:13])[cH:10][cH:11]1)=[O:15]. Reactants: C(C)(C)(C)C1=NC2=C(N1CC1CCOCC1)C=CC(=C2)S(=O)(=O)N2CC(C2)NC(OC(C)(C)C)=O (tert-butyl (1-{[2-tert-butyl-1-(tetrahydro-2H-pyran-4-ylmethyl)-1H-benzimidazol-5-yl]sulfonyl}azetidin-3-yl)carbamate), C(=O)(C(F)(F)F)O (TFA). Solvent: C(Cl)Cl (CH2Cl2). Yields the product C(C)(C)(C)C1=NC2=C(N1CC1CCOCC1)C=CC(=C2)S(=O)(=O)N2CC(C2)N (1-{[2-tert-butyl-1-(tetrahydro-2H-pyran-4-ylmethyl)-1H-benzimidazol-5-yl]sulfonyl}azetidin-3-amine). Isolated yield 85.9%. As a reaction SMILES: [C:1]([C:5]1[N:9]([CH2:10][CH:11]2[CH2:16][CH2:15][O:14][CH2:13][CH2:12]2)[C:8]2[CH:17]=[CH:18][C:19]([S:21]([N:24]3[CH2:27][CH:26]([NH:28]C(=O)OC(C)(C)C)[CH2:25]3)(=[O:23])=[O:22])=[CH:20][C:7]=2[N:6]=1)([CH3:4])([CH3:3])[CH3:2].C(O)(C(F)(F)F)=O>C(Cl)Cl>[C:1]([C:5]1[N:9]([CH2:10][CH:11]2[CH2:16][CH2:15][O:14][CH2:13][CH2:12]2)[C:8]2[CH:17]=[CH:18][C:19]([S:21]([N:24]3[CH2:25][CH:26]([NH2:28])[CH2:27]3)(=[O:23])=[O:22])=[CH:20][C:7]=2[N:6]=1)([CH3:4])([CH3:2])[CH3:3]. Reported procedure: tert-butyl (1-{[2-tert-butyl-1-(tetrahydro-2H-pyran-4-ylmethyl)-1H-benzimidazol-5-yl]sulfonyl}azetidin-3-yl)carbamate (0.84 g, 1.66 mmol) (see following step B for preparation) in CH2Cl2 (10 mL) was treated with TFA (5 mL) for 1 h at room temperature. Upon evaporation, the residue was dissolved in H2O (20 mL), neutralized with 2 N NaOH to pH=10, and extracted with CH2Cl2 (5×30 mL). The combined organic phases were washed with NaCl (10 mL) and dried over Na2SO4. After concentration, 0.58 g (86%) ... Reactants: [O-2].[Ca+2] (CaO), C(=O)([O-])[O-].[Ca+2] (CaCO3), Ca(OH)2, Ca(OH)2, [O-2].[Ca+2] (calcium oxide), C(=O)=O (Carbon dioxide). Run in O (water), O (water). Run at time 15 minute. Yields the product [OH-].[Ca+2].[OH-].O (milk of lime), C(=O)([O-])[O-].[Ca+2] (calcium carbonate slurry), solids. Yield: 14.0%. Reaction SMILES: [O-2:1].[Ca+2:2].C(=O)=[O:4].[C:6]([O-:9])([O-:8])=[O:7].[Ca+2]>O>[OH-:4].[Ca+2:2].[OH-:7].[OH2:1].[C:6]([O-:9])([O-:8])=[O:7].[Ca+2:2] |f:0.1,3.4,6.7.8.9,10.11|. Reported procedure: To prepare the aragonitic precipitated calcium carbonate of the invention, a milk of lime (Ca(OH)2) slurry or slake is prepared by adding water to calcium oxide (CaO) with agitation. Preferably, about ten parts water having a temperature of at least about 40° C. (Centigrade) is added to one part CaO to produce a slake having a solids content of about 11 percent, based on the weight of Ca(OH)2 in the solution. The slake is screened to remove grit, typically with a screen that will remove grit of ... The reactants are Cl.COC=1C=C(C=CC1OC)C=1C(C(N(N1)C1CCNCC1)=O)(C)C (5-(3,4-dimethoxyphenyl)-4,4-dimethyl-2-(piperidin-4-yl)-2,4-dihydro-3H-pyrazol-3-one hydrochloride), Cl.COC=1C=C(C=CC1OC)C=1C(C(N(N1)C1CCNCC1)=O)(C)C (5-(3,4-dimethoxyphenyl)-4,4-dimethyl-2-(piperidin-4-yl)-2,4-dihydro-3H-pyrazol-3-one hydrochloride), COC1=C(C(=O)O)C=CC=N1 (2-methoxynicotinic acid). Yields the product COC=1C=C(C=CC1OC)C=1C(C(N(N1)C1CCN(CC1)C(=O)C=1C(=NC=CC1)OC)=O)(C)C (5-(3,4-Dimethoxyphenyl)-2-{1-[(2-methoxypyridin-3-yl)carbonyl]piperidin-4-yl}-4,4-dimethyl-2,4-dihydro-3H-pyrazol-3-one). As a reaction SMILES: Cl.[CH3:2][O:3][C:4]1[CH:5]=[C:6]([C:12]2[C:13]([CH3:25])([CH3:24])[C:14](=[O:23])[N:15]([CH:17]3[CH2:22][CH2:21][NH:20][CH2:19][CH2:18]3)[N:16]=2)[CH:7]=[CH:8][C:9]=1[O:10][CH3:11].[CH3:26][O:27][C:28]1[N:36]=[CH:35][CH:34]=[CH:33][C:29]=1[C:30](O)=[O:31]>>[CH3:2][O:3][C:4]1[CH:5]=[C:6]([C:12]2[C:13]([CH3:25])([CH3:24])[C:14](=[O:23])[N:15]([CH:17]3[CH2:22][CH2:21][N:20]([C:30]([C:29]4[C:28]([O:27][CH3:26])=[N:36][CH:35]=[CH:34][CH:33]=4)=[O:31])[CH2:19][CH2:18]3)[N:16]=2)[CH:7]=[CH:8][C:9]=1[O:10][CH3:11] |f:0.1|. Procedure details: The title compound is prepared analogously as described for GP2-WU2 using 5-(3,4-dimethoxyphenyl)-4,4-dimethyl-2-(piperidin-4-yl)-2,4-dihydro-3H-pyrazol-3-one (compound B1) and 2-methoxynicotinic acid as starting compounds. The crude product is purified by chromatography (amino phase silica gel and DCM) to yield the title compound. Reactants: CCOC(C)=O, CC#N, CC1COS(=O)N1c1ccccn1, [O-][I+3]([O-])([O-])[O-], [Na+], O, Cl[Ru](Cl)Cl. Product: CC1COS(=O)(=O)N1c1ccccn1. As a reaction SMILES: [CH3:20][CH2:21][O:22][C:23](=[O:24])[CH3:25].[CH3:27][C:28]#[N:29].[CH3:7][CH:8]1[N:9]([c:14]2[n:15][cH:16][cH:17][cH:18][cH:19]2)[S:10](=[O:13])[O:11][CH2:12]1.[I+3:1]([O-:2])([O-:3])([O-:4])[O-:5].[Na+:6].[OH2:26].[Ru:30]([Cl:31])([Cl:32])[Cl:33]>>[CH3:7][CH:8]1[N:9]([c:14]2[n:15][cH:16][cH:17][cH:18][cH:19]2)[S:10](=[O:13])(=[O:22])[O:11][CH2:12]1. Starting materials: CC(C)([O-])C.[K+] (potassium tert.-butoxide), O (water), [Br-].BrC[P+](C1=CC=CC=C1)(C1=CC=CC=C1)C1=CC=CC=C1 (bromomethyl triphenylphosphonium bromide), CC(C=O)(C)C1=CC=C(C=C1)C(F)(F)F (2-methyl-2-(4-trifluoromethylphenyl)propanaldehyde). Solvent: O1CCCC1 (tetrahydrofuran), O1CCCC1 (tetrahydrofuran). Conditions: temperature -75 celsius, time 90 minute. Yields the product Br\C=C\C(C)(C1=CC=C(C=C1)C(F)(F)F)C (trans-1-bromo-3-methyl-3-(4-trifluoromethylphenyl)-1-butene). RXN SMILES: [Br-].[Br:2][CH2:3][P+](C1C=CC=CC=1)(C1C=CC=CC=1)C1C=CC=CC=1.CC(C)([O-])C.[K+].[CH3:29][C:30]([C:34]1[CH:39]=[CH:38][C:37]([C:40]([F:43])([F:42])[F:41])=[CH:36][CH:35]=1)([CH3:33])[CH:31]=O.O>O1CCCC1>[Br:2]/[CH:3]=[CH:31]/[C:30]([CH3:33])([C:34]1[CH:39]=[CH:38][C:37]([C:40]([F:43])([F:42])[F:41])=[CH:36][CH:35]=1)[CH3:29] |f:0.1,2.3|. Procedure details: Under a nitrogen atmosphere, a stirred solution of 101.0 grams (0.23 mole) of bromomethyl triphenylphosphonium bromide in 400 mL of tetrahydrofuran was cooled in a dry ice-acetone bath, and 26.0 grams (0.23 mole) of potassium tert.-butoxide was added portionwise while maintaining the reaction mixture temperature between -70° and -75° C. Upon completion of addition, the reaction mixture was stirred at -75° C. for about 90 minutes. After this time a solution of 50.0 grams (0.23 mole) of 2-methyl-2...